This data is from the Open Reaction Database (ORD), a public repository of structured organic reaction records. The task is: describe an organic reaction: reactants, conditions, products, and yield Reactants: C(=O)(O)[O-].[Na+] (NaHCO3), NC1=CC=C(C=C1)CCC=1N=C(SC1CC1=CC=C(C=C1)S(=O)(=O)C)NC(C)=O (N-{4-[2-(4-aminophenyl)ethyl]-5-[4-(methylsulfonyl)benzyl]-1,3-thiazol-2-yl}-acetamide), CSC=1SCCN1 (2-(methylsulfanyl)-4,5-dihydro-1,3-thiazole), Cl (HCl). The solvent is COCCO (2-methoxyethanol). Reaction conditions: temperature 120 celsius, time 13 hour. The product is S1C(=NCC1)NC1=CC=C(C=C1)CCC=1N=C(SC1CC1=CC=C(C=C1)S(=O)(=O)C)NC(C)=O (N-{4-{2-[4-(4,5-dihydro-1,3-thiazol-2-ylamino)phenyl]ethyl}-5-[4-(methylsulfonyl)benzyl]-1,3-thiazol-2-yl}acetamide). Isolated yield 58.4%. As a reaction SMILES: [NH2:1][C:2]1[CH:7]=[CH:6][C:5]([CH2:8][CH2:9][C:10]2[N:11]=[C:12]([NH:26][C:27](=[O:29])[CH3:28])[S:13][C:14]=2[CH2:15][C:16]2[CH:21]=[CH:20][C:19]([S:22]([CH3:25])(=[O:24])=[O:23])=[CH:18][CH:17]=2)=[CH:4][CH:3]=1.CS[C:32]1[S:33][CH2:34][CH2:35][N:36]=1.Cl.C([O-])(O)=O.[Na+]>COCCO>[S:33]1[CH2:34][CH2:35][N:36]=[C:32]1[NH:1][C:2]1[CH:3]=[CH:4][C:5]([CH2:8][CH2:9][C:10]2[N:11]=[C:12]([NH:26][C:27](=[O:29])[CH3:28])[S:13][C:14]=2[CH2:15][C:16]2[CH:21]=[CH:20][C:19]([S:22]([CH3:25])(=[O:24])=[O:23])=[CH:18][CH:17]=2)=[CH:6][CH:7]=1 |f:3.4|. Procedure details: A mixture of N-{4-[2-(4-aminophenyl)ethyl]-5-[4-(methylsulfonyl)benzyl]-1,3-thiazol-2-yl}-acetamide (200 mg), 2-(methylsulfanyl)-4,5-dihydro-1,3-thiazole (62 mg), concentrated HCl (0.064 ml) and 2-methoxyethanol (3 ml) was stirred at 120° C. for 13 hours under N2 atmosphere. After cooled to r.t., the reaction mixture was made basic with saturated NaHCO3. The mixture was extracted with AcOEt. The organic layer was dried over anhydrous MgSO4, and concentrated in vacuo. The residue was purified by ... Yields the product CC(C)([O-])C.[K+].CN(CCN(C)C)C (potassium t-butoxide TMEDA). RXN SMILES: C([Li])CCC.[CH3:6][C:7]([CH3:10])([O-:9])[CH3:8].[K+:11].C(C1C=CC=CC=1)C.[CH3:20][N:21]([CH3:27])[CH2:22][CH2:23][N:24]([CH3:26])[CH3:25]>C1CCCCC1.O>[CH3:6][C:7]([CH3:10])([O-:9])[CH3:8].[K+:11].[CH3:20][N:21]([CH3:27])[CH2:22][CH2:23][N:24]([CH3:26])[CH3:25] |f:1.2,7.8.9|. The reactants are C(CCC)[Li] (n-butyllithium), C(CCC)[Li] (n-butyllithium), CN(CCN(C)C)C (N,N,N′,N′-tetramethylethylenediamine), CC(C)([O-])C.[K+] (potassium t-butoxide), C(C)C1=CC=CC=C1 (ethylbenzene). The solvent is C1CCCCC1 (cyclohexane), O (H2O), C1CCCCC1 (cyclohexane), C1CCCCC1 (cyclohexane), C1CCCCC1 (cyclohexane). Procedure details: The procedure of Example 10 was repeated except that: 1325 g (≈1.7 liters, 15.74 mole) of cyclohexane was charged to the reactor (12 ppm residual H2O), which was further made anhydrous by the addition of 0.30 g (4.7 mmole) n-butyllithium. The anhydrous cyclohexane was heated to 70° C., upon reaching the set point temperature, a mixture comprised of 9.14 g (0.081 mole) potassium t-butoxide, 80 g (0.95 mole) cyclohexane, 236.6 g (2.23 mole, 100 ppm water) ethylbenzene and 50.30 g of N,N,N′,N′-tetr... Starting materials: BrC1=C(C=C(C=C1)OC)C(C(F)(F)F)O (1-(2-Bromo-5-methoxy-phenyl)-2,2,2-trifluoro-ethanol), CC=1C=NNC1 (4-methyl pyrazole), C(=O)([O-])[O-].[K+].[K+] (K2CO3), CN[C@H]1[C@@H](CCCC1)NC ((1R,2R)-N,N′-dimethyl-cyclohexane-1,2-diamine). The reagents and catalysts are [Cu]I (CuI). The solvent is C(C)(=O)OCC (ethyl acetate), C1(=CC=CC=C1)C (toluene). Reaction conditions: temperature 130 celsius. Product: FC(C(O)C1=C(C=CC(=C1)OC)N1N=CC(=C1)C)(F)F (2,2,2-trifluoro-1-[5-methoxy-2-(4-methyl-pyrazol-1-yl)-phenyl]-ethanol). The yield is 15.7%. As a reaction SMILES: Br[C:2]1[CH:7]=[CH:6][C:5]([O:8][CH3:9])=[CH:4][C:3]=1[CH:10]([OH:15])[C:11]([F:14])([F:13])[F:12].[CH3:16][C:17]1[CH:18]=[N:19][NH:20][CH:21]=1.C([O-])([O-])=O.[K+].[K+].CN[C@@H]1CCCC[C@H]1NC>C(OCC)(=O)C.[Cu]I.C1(C)C=CC=CC=1>[F:12][C:11]([F:14])([F:13])[CH:10]([C:3]1[CH:4]=[C:5]([O:8][CH3:9])[CH:6]=[CH:7][C:2]=1[N:19]1[CH:18]=[C:17]([CH3:16])[CH:21]=[N:20]1)[OH:15] |f:2.3.4|. Procedure: 1-(2-Bromo-5-methoxy-phenyl)-2,2,2-trifluoro-ethanol (0.570 g, 2.0 mmol), 4-methyl pyrazole (0.164 g, 2.0 mmol), CuI (0.057 g, 0.3 mmol), K2CO3 (0.580g, 4.2 mmol), (1R,2R)-N,N′-dimethyl-cyclohexane-1,2-diamine (0.071 g, 0.5 mmol) and toluene (10 ml) were combined in a 20 ml pressure tube, and the mixture was heated at 130° C. (oil bath temperature) for 12 h. The mixture was diluted with ethyl acetate and washed with H2O (2×20 ml), brine, and dried over sodium sulfate. Removal of solvent gave a c... Starting materials: O=C1C[C@H](N(C1)C(=O)OCC1=CC=CC=C1)C(=O)OC (2-methyl 1-(phenylmethyl) (2S)-4-oxo-1,2-pyrrolidinedicarboxylate), C(CCO)O (1,3-propanediol), C[C@@H]1OC2(C[C@H](N(C2)C([C@@H](NC(=O)OC)C(C)C)=O)C(=O)OC)O[C@H](C1)C (methyl (3S,7S,9S)-7,9-dimethyl-2-{N-[(methyloxy)carbonyl]-L-valyl}-6,10-dioxa-2-azaspiro[4.5]decane-3-carboxylate). Yields the product C1N([C@@H](CC12OCCCO2)C(=O)OC)C(=O)OCC2=CC=CC=C2 (3-Methyl 2-(phenylmethyl) (3S)-6,10-dioxa-2-azaspiro[4.5]decane-2,3-dicarboxylate). The yield is 84.3%. RXN SMILES: [O:1]=[C:2]1[CH2:6][N:5]([C:7]([O:9][CH2:10][C:11]2[CH:16]=[CH:15][CH:14]=[CH:13][CH:12]=2)=[O:8])[C@H:4]([C:17]([O:19][CH3:20])=[O:18])[CH2:3]1.[CH2:21](O)[CH2:22][CH2:23][OH:24].C[C@H]1C[C@H](C)OC2(CN(C(=O)[C@H](C(C)C)NC(OC)=O)[C@H](C(OC)=O)C2)O1>>[CH2:6]1[C:2]2([O:24][CH2:23][CH2:22][CH2:21][O:1]2)[CH2:3][C@@H:4]([C:17]([O:19][CH3:20])=[O:18])[N:5]1[C:7]([O:9][CH2:10][C:11]1[CH:12]=[CH:13][CH:14]=[CH:15][CH:16]=1)=[O:8]. Procedure: 3-Methyl 2-(phenylmethyl) (3S)-6,10-dioxa-2-azaspiro[4.5]decane-2,3-dicarboxylate (Intermediate 24) (1.02 g, yield 84%) was prepared from 2-methyl 1-(phenylmethyl) (2S)-4-oxo-1,2-pyrrolidinedicarboxylate (1.0 g, 3.61 mmol) and 1,3-propanediol (0.55 g, 7.21 mmol) following the similar procedure outlined in the preparation of Intermediate 14 1H NMR (400 MHz, CHLOROFORM-d) δ ppm 7.05-7.61 (m, 5H) 4.91-5.25 (m, 2H) 4.29-4.68 (m, 1H) 3.75-4.07 (m, 5H) 3.38-3.75 (m, 4H) 2.25-2.67 (m, 2H) 1.51-2.00 (m,...